This data is from the Open Reaction Database (ORD), a public repository of structured organic reaction records. The task is: describe an organic reaction: reactants, conditions, products, and yield Reactants: Cc1cc(C(C)(C)C(=O)N2CCCC2)sc1Br, CC(=O)O, O, [Zn]. Product: Cc1csc(C(C)(C)C(=O)N2CCCC2)c1. Reaction SMILES: [Br:1][c:2]1[c:3]([CH3:17])[cH:4][c:5]([C:7]([C:8](=[O:9])[N:10]2[CH2:11][CH2:12][CH2:13][CH2:14]2)([CH3:15])[CH3:16])[s:6]1.[CH3:18][C:19](=[O:20])[OH:21].[OH2:22].[Zn:23]>>[cH:2]1[c:3]([CH3:17])[cH:4][c:5]([C:7]([C:8](=[O:9])[N:10]2[CH2:11][CH2:12][CH2:13][CH2:14]2)([CH3:15])[CH3:16])[s:6]1. Starting materials: C1(=CC=CC=C1)C(N1C=NC(=C1)CCCO)(C1=CC=CC=C1)C1=CC=CC=C1 (3-(1-triphenylmethyl-1H-imidazol-4-yl)propanol), BrCC(=O)C1=CC(=CC=C1)[N+](=O)[O-] (2-bromo-1-(3-nitrophenyl)ethanone). Yields the product N1C=NC(=C1)CCCOCC(=O)C1=CC(=CC=C1)[N+](=O)[O-] (2-(3-(1H-Imidazol-4-yl)propyloxy)-1-(3-nitrophenyl)ethanone). As a reaction SMILES: C1(C(C2C=CC=CC=2)(C2C=CC=CC=2)[N:8]2[CH:12]=[C:11]([CH2:13][CH2:14][CH2:15][OH:16])[N:10]=[CH:9]2)C=CC=CC=1.Br[CH2:30][C:31]([C:33]1[CH:38]=[CH:37][CH:36]=[C:35]([N+:39]([O-:41])=[O:40])[CH:34]=1)=[O:32]>>[NH:8]1[CH:12]=[C:11]([CH2:13][CH2:14][CH2:15][O:16][CH2:30][C:31]([C:33]2[CH:38]=[CH:37][CH:36]=[C:35]([N+:39]([O-:41])=[O:40])[CH:34]=2)=[O:32])[N:10]=[CH:9]1. Reported procedure: 5 mmol of 3-(1-triphenylmethyl-1H-imidazol-4-yl)propanol and 5 mmol of 2-bromo-1-(3-nitrophenyl)ethanone are treated as described in Example 74. The reactants are ClC1=CC(=C(C(=O)O)C=C1)SC1=CC=CC=C1 (4-chloro-2-(phenylthio)benzoic acid), S(=O)(Cl)Cl (thionyl chloride). Run in C1=CC=CC=C1 (benzene). Yields the product ClC1=CC(=C(C(=O)Cl)C=C1)SC1=CC=CC=C1 (4-Chloro-2-(phenylthio)benzoyl chloride). RXN SMILES: [Cl:1][C:2]1[CH:10]=[CH:9][C:5]([C:6](O)=[O:7])=[C:4]([S:11][C:12]2[CH:17]=[CH:16][CH:15]=[CH:14][CH:13]=2)[CH:3]=1.S(Cl)([Cl:20])=O>C1C=CC=CC=1>[Cl:1][C:2]1[CH:10]=[CH:9][C:5]([C:6]([Cl:20])=[O:7])=[C:4]([S:11][C:12]2[CH:17]=[CH:16][CH:15]=[CH:14][CH:13]=2)[CH:3]=1. Reported procedure: To a stirred suspension of 59.2 g. (0.224 mole) of 4-chloro-2-(phenylthio)benzoic acid in 200 ml. of benzene is added dropwise 41.6 g. (0.35 mole) of thionyl chloride during a 1 hour period, and the reaction mixture is heated under reflux for an additional hour. The reaction mixture is then concentrated to dryness under reduced pressure, and the residue is recrystallized from 300 ml. of boiling hexane to yield 41.9 g. of pale yellow product, melting point 94°-96°C. Starting materials: C(C1=CC=CC=C1)(=O)OCC1(C(C1)COS(=O)(=O)C1=CC=C(C=C1)C)COC(C1=CC=CC=C1)=O (1,1-bis(benzoyloxymethyl)-2-p-toluenesulfonyloxymethylcyclopropane), NC1=NC(=C2NC=NC2=N1)Cl (2-amino-6-chloropurine), C(=O)([O-])[O-].[K+].[K+] (K2CO3). Run in CN(C=O)C (DMF), CN(C=O)C (DMF), C(Cl)(Cl)Cl.CO.O (chloroform methanol water). Reaction conditions: time 4 hour. The product is NC1=NC(=C2N=CN(C2=N1)CC1C(C1)(COC(C1=CC=CC=C1)=O)COC(C1=CC=CC=C1)=O)Cl (2-Amino-9-[2,2-bis(benzoyloxymethyl)cyclopropylmethyl]-6-chloropurine), 7-isomer. Isolated yield 5.1%. Reaction SMILES: [C:1]([O:9][CH2:10][C:11]1([CH2:26][O:27][C:28](=[O:35])[C:29]2[CH:34]=[CH:33][CH:32]=[CH:31][CH:30]=2)[CH2:13][CH:12]1[CH2:14]OS(C1C=CC(C)=CC=1)(=O)=O)(=[O:8])[C:2]1[CH:7]=[CH:6][CH:5]=[CH:4][CH:3]=1.[NH2:36][C:37]1[N:45]=[C:44]2[C:40]([NH:41][CH:42]=[N:43]2)=[C:39]([Cl:46])[N:38]=1.C([O-])([O-])=O.[K+].[K+]>CN(C)C=O.C(Cl)(Cl)Cl.CO.O>[NH2:36][C:37]1[N:45]=[C:44]2[C:40]([N:41]=[CH:42][N:43]2[CH2:14][CH:12]2[CH2:13][C:11]2([CH2:10][O:9][C:1](=[O:8])[C:2]2[CH:7]=[CH:6][CH:5]=[CH:4][CH:3]=2)[CH2:26][O:27][C:28](=[O:35])[C:29]2[CH:30]=[CH:31][CH:32]=[CH:33][CH:34]=2)=[C:39]([Cl:46])[N:38]=1 |f:2.3.4,6.7.8|. Procedure: A solution of 3.36 g (6.8 mmoles) of 1,1-bis(benzoyloxymethyl)-2-p-toluenesulfonyloxymethylcyclopropane in 15 ml of dry DMF (dimethylformamide) was added to a mixture of 1.37 g (8.2 mmoles) of 2-amino-6-chloropurine and 1.2 g (8.8 mmoles) of K2CO3 in 20 ml of DMF. The mixture was heated to 60° and stirred for 4 hours. The reaction was monitored by TLC in chloroform-methanol-water (95:5:0.3) Rf 0.15, 0.9 (starting material), 0.4, 0.6 (Product). The reaction mixture was concentrated and the residu... Starting materials: Cl.N[C@H]1C(NC2=CC=CC=C2C1)=O ((R)-3-amino-3,4-dihydrocarbostyril hydrochloride), ClC=1C=C2C=C(NC2=CC1)C(=O)O (5-chloroindole-2-carboxylic acid), ON1N=NC2=C1N=CC=C2 (1-hydroxy-7-azabenzotriazole), Cl.CN(CCCN=C=NCC)C (1-[3-(dimethylamino)propyl]-3-ethylcarbodiimide hydrochloride), C(C)(C)N(CC)C(C)C (Diisopropylethylamine). The solvent is O1CCCC1 (tetrahydrofuran), C(C)(=O)OCC (ethyl acetate). Conditions: time 2 hour. Product: ClC=1C=C2C=C(NC2=CC1)C(=O)N[C@H]1C(NC2=CC=CC=C2C1)=O ((R)-3-(5-chloroindole-2-carbonylamino)-3,4-dihydrocarbostyril). Isolated yield 81.2%. Reaction SMILES: Cl.[NH2:2][C@@H:3]1[CH2:12][C:11]2[C:6](=[CH:7][CH:8]=[CH:9][CH:10]=2)[NH:5][C:4]1=[O:13].[Cl:14][C:15]1[CH:16]=[C:17]2[C:21](=[CH:22][CH:23]=1)[NH:20][C:19]([C:24](O)=[O:25])=[CH:18]2.ON1C2N=CC=CC=2N=N1.Cl.CN(C)CCCN=C=NCC.C(N(C(C)C)CC)(C)C>C(OCC)(=O)C.O1CCCC1>[Cl:14][C:15]1[CH:16]=[C:17]2[C:21](=[CH:22][CH:23]=1)[NH:20][C:19]([C:24]([NH:2][C@@H:3]1[CH2:12][C:11]3[C:6](=[CH:7][CH:8]=[CH:9][CH:10]=3)[NH:5][C:4]1=[O:13])=[O:25])=[CH:18]2 |f:0.1,4.5|. Procedure: Alternatively, (R)-3-amino-3,4-dihydrocarbostyril hydrochloride (95 mg) was added to a mixture of tetrahydrofuran (10 mL), 5-chloroindole-2-carboxylic acid (103 mg), 1-hydroxy-7-azabenzotriazole (85 mg), and 1-[3-(dimethylamino)propyl]-3-ethylcarbodiimide hydrochloride (120 mg) at room temperature. Diisopropylethylamine (186 mg) was added, and the resulting yellow suspension was stirred for 2 h, during which a solution formed. The solution was diluted with ethyl acetate (50 mL) and washed sequen... The reactants are Cc1ccc(C(C(=O)C(C)C)c2ccc(C)cc2)cc1, COc1ccc(N)cc1, NC(=O)c1cccc(Cl)c1, [K+], [K+], O=C([O-])[O-]. The product is COc1ccc(Nc2cccc(C(N)=O)c2)cc1. RXN SMILES: [CH3:1][c:2]1[cH:3][cH:4][c:5]([CH:6]([c:7]2[cH:8][cH:9][c:10]([CH3:11])[cH:12][cH:13]2)[C:14](=[O:15])[CH:16]([CH3:17])[CH3:18])[cH:19][cH:20]1.[CH3:37][O:38][c:39]1[cH:40][cH:41][c:42]([NH2:43])[cH:44][cH:45]1.[Cl:27][c:28]1[cH:29][c:30]([C:31](=[O:32])[NH2:33])[cH:34][cH:35][cH:36]1.[K+:21].[K+:22].[O-:23][C:24]([O-:25])=[O:26]>>[c:28]1([NH:43][c:42]2[cH:41][cH:40][c:39]([O:38][CH3:37])[cH:45][cH:44]2)[cH:29][c:30]([C:31](=[O:32])[NH2:33])[cH:34][cH:35][cH:36]1. Reactants: BrC=1C=C(C=C(C1)C(C)(C)C)C=1C(=NC=CC1)OC (3-(3-bromo-5-tert-butyl-phenyl)-2-methoxy-pyridine), [Na+].C1(=CC=CC=C1)S(=O)[O-] (benzene sulfinic acid sodium salt), 4,5-bis-(diphenylphosphine) 9,9-dimethylxanthine, C(=O)([O-])[O-].[Cs+].[Cs+] (Cs2CO3). The reagents and catalysts are [Cl-].C(CCC)[N+](CCCC)(CCCC)CCCC (tetrabutylammonium chloride), C=1C=CC(=CC1)/C=C/C(=O)/C=C/C2=CC=CC=C2.C=1C=CC(=CC1)/C=C/C(=O)/C=C/C2=CC=CC=C2.C=1C=CC(=CC1)/C=C/C(=O)/C=C/C2=CC=CC=C2.[Pd].[Pd] (Pd2(dba)3). Reaction conditions: temperature 120 celsius. The product is C1(=CC=CC=C1)S(=O)(=O)C=1C=C(C=C(C1)C(C)(C)C)C=1C(NC=CC1)=O (3-(3-Benzenesulfonyl-5-tert-butyl-phenyl)-1H-pyridin-2-one). RXN SMILES: Br[C:2]1[CH:3]=[C:4]([C:12]2[C:13]([O:18]C)=[N:14][CH:15]=[CH:16][CH:17]=2)[CH:5]=[C:6]([C:8]([CH3:11])([CH3:10])[CH3:9])[CH:7]=1.[Na+].[C:21]1([S:27]([O-:29])=[O:28])[CH:26]=[CH:25][CH:24]=[CH:23][CH:22]=1.C([O-])([O-])=O.[Cs+].[Cs+]>[Cl-].C([N+](CCCC)(CCCC)CCCC)CCC.C1C=CC(/C=C/C(/C=C/C2C=CC=CC=2)=O)=CC=1.C1C=CC(/C=C/C(/C=C/C2C=CC=CC=2)=O)=CC=1.C1C=CC(/C=C/C(/C=C/C2C=CC=CC=2)=O)=CC=1.[Pd].[Pd]>[C:21]1([S:27]([C:2]2[CH:3]=[C:4]([C:12]3[C:13](=[O:18])[NH:14][CH:15]=[CH:16][CH:17]=3)[CH:5]=[C:6]([C:8]([CH3:11])([CH3:10])[CH3:9])[CH:7]=2)(=[O:29])=[O:28])[CH:26]=[CH:25][CH:24]=[CH:23][CH:22]=1 |f:1.2,3.4.5,6.7,8.9.10.11.12|. Procedure: step 2—A mixture of 122 (150 mg, 0.469 mmol), benzene sulfinic acid sodium salt (94 mg, 0.573 mmol), Pd2(dba)3 (45 mg, 0.049 mmol), 4,5-bis-(diphenylphosphine)-9,9-dimethylxanthine (56 mg, 0.097 mmol, xantphos, CASRN 161265-03-8), tetrabutylammonium chloride (156 mg, 0.561 mmol), and Cs2CO3 (234 mg, 0.718 mmol) in a Schlenk flask was purged with argon 3 times before toluene (5 mL) was added. The reaction mixture was heated at 120° C. under an argon atmosphere overnight. The reaction mixture was ... Reactants: BrC1CCCC1, O=C([O-])[O-], CN(C)C=O, [K+], [K+], O=Cc1ccc(OC(F)F)c(O)c1. Yields the product O=Cc1ccc(OC(F)F)c(OC2CCCC2)c1. RXN SMILES: [Br:20][CH:21]1[CH2:22][CH2:23][CH2:24][CH2:25]1.[C:14](=[O:15])([O-:16])[O-:17].[CH3:26][N:27]([CH3:28])[CH:29]=[O:30].[K+:18].[K+:19].[OH:1][c:2]1[cH:3][c:4]([CH:5]=[O:6])[cH:7][cH:8][c:9]1[O:10][CH:11]([F:12])[F:13]>>[O:1]([c:2]1[cH:3][c:4]([CH:5]=[O:6])[cH:7][cH:8][c:9]1[O:10][CH:11]([F:12])[F:13])[CH:21]1[CH2:22][CH2:23][CH2:24][CH2:25]1. Reactants: C(C)(=O)C=1C=C(OCC(CN)O)C=CC1 (3-(3-acetylphenoxy)-2-hydroxypropylamine), OC(CNC1=C2N=CNC2=NC=N1)COC1=CC=CC2=CC=CC=C12 (N6 -[2-hydroxy-3-(1-naphthalenyloxy)propyl]-9H-purin-6-amine). The product is C(C)(=O)C=1C=C(OCC(CNC2=C3N=CNC3=NC=N2)O)C=CC1 (N6 -[3-(3-acetylphenoxy)-2-hydroxypropyl]-9H-purin-6-amine). RXN SMILES: [C:1]([C:4]1[CH:5]=[C:6]([CH:13]=[CH:14][CH:15]=1)[O:7][CH2:8][CH:9]([OH:12])[CH2:10][NH2:11])(=[O:3])[CH3:2].OC(COC1C2C(=CC=CC=2)C=CC=1)CN[C:20]1[N:28]=[CH:27][N:26]=[C:25]2[C:21]=1[N:22]=[CH:23][NH:24]2>>[C:1]([C:4]1[CH:5]=[C:6]([CH:13]=[CH:14][CH:15]=1)[O:7][CH2:8][CH:9]([OH:12])[CH2:10][NH:11][C:20]1[N:28]=[CH:27][N:26]=[C:25]2[C:21]=1[N:22]=[CH:23][NH:24]2)(=[O:3])[CH3:2]. Reported procedure: By substituting 3-(3-acetylphenoxy)-2-hydroxypropylamine (3.65 g, 0.0174 moles) for the starting material of Example 2 and following the method of Example 2, the desired compound is obtained. Starting materials: [Cl-].[NH4+] (ammonium chloride), C(C)OCC (diethyl ether), C([O-])([O-])=O.[K+].[K+] (potassium carbonate), C(Cl)C1CO1 (epichlorohydrin), OC1=C(OC2=CC=C(C=C2C1=O)O)C1=CC=CC=C1 (3,6-dihydroxyflavone). The solvent is CN(C)C=O (DMF), O (water). Run at temperature 70 celsius, time 8 hour. Product: O1C(C1)COC1=C(OC2=CC=C(C=C2C1=O)OCC1OC1)C1=CC=CC=C1 (3,6-bis((oxiran-2-yl)methoxy)-2-phenyl-4H-chromen-4-one). Isolated yield 16.0%. RXN SMILES: C(=O)([O-])[O-].[K+].[K+].[CH2:7]([CH:9]1[O:11][CH2:10]1)Cl.[OH:12][C:13]1[C:22](=[O:23])[C:21]2[C:16](=[CH:17][CH:18]=[C:19]([OH:24])[CH:20]=2)[O:15][C:14]=1[C:25]1[CH:30]=[CH:29][CH:28]=[CH:27][CH:26]=1.[Cl-].[NH4+].[CH2:33]([O:35][CH2:36][CH3:37])C>O.CN(C=O)C>[O:11]1[CH2:10][CH:9]1[CH2:7][O:12][C:13]1[C:22](=[O:23])[C:21]2[C:16](=[CH:17][CH:18]=[C:19]([O:24][CH2:37][CH:36]3[CH2:33][O:35]3)[CH:20]=2)[O:15][C:14]=1[C:25]1[CH:30]=[CH:29][CH:28]=[CH:27][CH:26]=1 |f:0.1.2,5.6|. Procedure: In a DMF (4 mL) solvent, potassium carbonate (180.2 mg, 1.30 mmol) and epichlorohydrin (0.2 mL, 2.17 mmol) were added to a 3,6-dihydroxyflavone (3,6-dihydroxyflavone) (110.5 mg, 0.43 mmol) solution. After stirring at a temperature of 70° C. for 8 hours, an ammonium chloride aqueous solution was added to the reaction mixture. The reaction mixture was distributed between diethyl ether and water, and an organic layer was dried by using anhydrous MgSO4, filtered, and evaporated under reduced pressur...